From a dataset of the Open Reaction Database (ORD), a public repository of structured organic reaction records. describe an organic reaction: reactants, conditions, products, and yield Reactants: C(C)(C)(C)[Si](O[Si](O[Si](C)(C)C(C)(C)C)(C)C(CC)CC1OC1)(C)C (1,5-Di(tert-butyl)-3-(oxiranylmethylpropyl)-1,1,3,5,5-Pentamethyltrisiloxane), C(C)O (ethanol), NCCOCCOCCO (2-(2-(2-Amino-ethoxy)-ethoxy)-ethanol), C(C)O (ethanol). Run at temperature 70 celsius. The product is O([Si](C)(C)C(C)(C)C)[Si](CCCOCC(CNCCOCCOCCO)O)(C)O[Si](C)(C)C(C)(C)C (1-(3-(Di(tert-butyldimethylsiloxy)-methyl-silanyl)-propoxy)-3-(2-(2-(2-hydroxy-ethoxy)-ethoxy)-ethylamino)-propan-2-ol). As a reaction SMILES: [NH2:1][CH2:2][CH2:3][O:4][CH2:5][CH2:6][O:7][CH2:8][CH2:9][OH:10].[C:11]([Si:15]([CH3:35])([CH3:34])[O:16][Si:17]([CH:27]([CH2:30][CH:31]1[CH2:33][O:32]1)CC)([CH3:26])[O:18][Si:19]([C:22]([CH3:25])([CH3:24])[CH3:23])([CH3:21])[CH3:20])([CH3:14])([CH3:13])[CH3:12].[CH2:36]([OH:38])[CH3:37]>>[O:18]([Si:17]([O:16][Si:15]([C:11]([CH3:12])([CH3:14])[CH3:13])([CH3:35])[CH3:34])([CH3:26])[CH2:27][CH2:30][CH2:31][O:32][CH2:33][CH:36]([OH:38])[CH2:37][NH:1][CH2:2][CH2:3][O:4][CH2:5][CH2:6][O:7][CH2:8][CH2:9][OH:10])[Si:19]([C:22]([CH3:25])([CH3:23])[CH3:24])([CH3:20])[CH3:21]. Procedure: 2-(2-(2-Amino-ethoxy)-ethoxy)-ethanol (3.52 g) and ethanol (40 mL) were charged to a 100 mL RB flask equipped with a magnetic stirrer. The mixture was stirred and heated to 70° C. 1,5-Di(tert-butyl)-3-(oxiranylmethylpropyl)-1,1,3,5,5-Pentamethyltrisiloxane (2.0 g) mixed with ethanol (10 mL) was placed in an addition funnel and added dropwise to the flask. The mixture was stirred and maintained at 70° C. for an additional 4 hours. Reaction progress was monitored by NMR spectroscopy. Upon reaction... The reactants are OCCC1=CC=C(CN2CCN(CC2)C(=O)OC(C)(C)C)C=C1 (tert-butyl 4-[4-(2-hydroxyethyl)benzyl]piperazine-1-carboxylate), C1=CC(=CC=C1O)C (p-cresol), C1(=CC=CC=C1)P(C1=CC=CC=C1)C1=CC=CC=C1 (triphenylphosphine), solution, CCOC(=O)/N=N/C(=O)OCC (DEAD). The solvent is C1(=CC=CC=C1)C (toluene), C1CCOC1 (THF). Reaction conditions: time 85 hour. Yields the product CC1=CC=C(OCCC2=CC=C(CN3CCN(CC3)C(=O)OC(C)(C)C)C=C2)C=C1 (tert-butyl 4-{4-[2-(4-methylphenoxy)ethyl]benzyl}piperazine-1-carboxylate). Yield: 63.7%. RXN SMILES: [OH:1][CH2:2][CH2:3][C:4]1[CH:23]=[CH:22][C:7]([CH2:8][N:9]2[CH2:14][CH2:13][N:12]([C:15]([O:17][C:18]([CH3:21])([CH3:20])[CH3:19])=[O:16])[CH2:11][CH2:10]2)=[CH:6][CH:5]=1.[CH:24]1[C:29](O)=[CH:28][CH:27]=[C:26]([CH3:31])[CH:25]=1.C1(P(C2C=CC=CC=2)C2C=CC=CC=2)C=CC=CC=1.CCOC(/N=N/C(OCC)=O)=O>C1(C)C=CC=CC=1.C1COCC1>[CH3:31][C:26]1[CH:27]=[CH:28][C:29]([O:1][CH2:2][CH2:3][C:4]2[CH:5]=[CH:6][C:7]([CH2:8][N:9]3[CH2:14][CH2:13][N:12]([C:15]([O:17][C:18]([CH3:20])([CH3:19])[CH3:21])=[O:16])[CH2:11][CH2:10]3)=[CH:22][CH:23]=2)=[CH:24][CH:25]=1. Procedure details: To a THF (40 mL) solution of tert-butyl 4-[4-(2-hydroxyethyl)benzyl]piperazine-1-carboxylate (4.74 g) and p-cresol (1.76 g) were added triphenylphosphine (4.27 g) and 2.2 M solution of DEAD in toluene (7.40 mL) at 0° C. After stirring at room temperature for 85 hours, the solvent was removed under reduced pressure. The residue was purified by silica gel column chromatography (n-hexane/AcOEt=3/1 to 1/2), then the concentrated eluate was diluted with CH2Cl2, and washed with 5 M NaOH and saturated ... Starting materials: C(C)OP(=O)(C(C(=O)OCC)=C)OCC (ethyl 2-diethoxyphosphinylpropenoate), C(=O)(O)[O-].[Na+] (NaHCO3), ClC1=CC(=CC=C1)C(=O)OO (meta-chloroperbenzoic acid). Solvent: C(Cl)Cl (methylene chloride). Conditions: time 6 hour. Product: C(C)OP(=O)(C1(OC1)C(=O)OCC)OCC (ethyl 2-diethoxyphosphinyloxiranecarboxylate). Reaction SMILES: [CH2:1]([O:3][P:4]([O:13][CH2:14][CH3:15])([C:6](=[CH2:12])[C:7]([O:9][CH2:10][CH3:11])=[O:8])=[O:5])[CH3:2].C([O-])(O)=[O:17].[Na+].ClC1C=CC=C(C(OO)=O)C=1>C(Cl)Cl>[CH2:14]([O:13][P:4]([O:3][CH2:1][CH3:2])([C:6]1([C:7]([O:9][CH2:10][CH3:11])=[O:8])[CH2:12][O:17]1)=[O:5])[CH3:15] |f:1.2|. Procedure: To a solution of 2.36 g (0.01 mole) of ethyl 2-diethoxyphosphinylpropenoate (J. Org. Chem., 43, 1259 (1978)) in 150 ml of methylene chloride is added 50 ml of 0.5 N aqueous NaHCO3 solution. The mixture is stirred rapidly at ambient temperature, while meta-chloroperbenzoic acid (0.01 mole) is slowly added. After stirring for about 6 hours longer, the methylene chloride layer is separated off and is washed with 0.5 N NaOH solution and then with water. It is dried with Na2SO4 and is evaporated to d... Reactants: C(C)#N (acetonitrile), Cl (hydrochloric acid), NC1=C(C#N)C(=CC=C1)C (2-amino-6-methylbenzonitrile), C(C)#N (acetonitrile), Cl (hydrogen chloride). Solvent: O1CCOCC1 (dioxan). Run at temperature 5 celsius, time 15 hour. Product: NC1=NC(=NC2=CC=CC(=C12)C)C (4-amino-2,5-dimethylquinazoline). Yield: 123.3%. As a reaction SMILES: [NH2:1][C:2]1[CH:9]=[CH:8][CH:7]=[C:6]([CH3:10])[C:3]=1[C:4]#[N:5].[C:11](#[N:13])[CH3:12].Cl>O1CCOCC1>[NH2:5][C:4]1[C:3]2[C:2](=[CH:9][CH:8]=[CH:7][C:6]=2[CH3:10])[N:1]=[C:11]([CH3:12])[N:13]=1. Procedure details: 1. 66.2 g of 2-amino-6-methylbenzonitrile and 22 g of acetonitrile are dissolved in 750 ml of absolute dioxan and the solution is cooled to 5° C. Subsequently, a weak stream of dry hydrogen chloride is introduced for 8 h. at 5° to 7° C. The mixture is stirred at room temperature for a further 15 h. and then again cooled to 5° C. A further 11 g of acetonitrile are added thereto, hydrochloric acid gas is introduced for 8 h. and the mixture is stirred at room temperature for a further 15 h. The sus...